Dataset: the Open Reaction Database (ORD), a public repository of structured organic reaction records. Task: describe an organic reaction: reactants, conditions, products, and yield The reactants are CC(C)(C)OC(=O)CN, CCN(C(C)C)C(C)C, CCOC(=O)C1=C(O)c2ccc(Cl)cc2C(C)(CC)C1=O, Cl, C1COCCO1. Yields the product CCC1(C)C(=O)C(C(=O)NCC(=O)OC(C)(C)C)=C(O)c2ccc(Cl)cc21. RXN SMILES: [C:32]([CH3:33])([CH3:34])([CH3:35])[O:36][C:37]([CH2:38][NH2:39])=[O:40].[CH:1]([N:2]([CH2:3][CH3:4])[CH:5]([CH3:6])[CH3:7])([CH3:8])[CH3:9].[Cl:10][c:11]1[cH:12][cH:13][c:14]2[c:19]([cH:20]1)[C:18]([CH3:21])([CH2:22][CH3:23])[C:17](=[O:24])[C:16]([C:25](=[O:26])[O:27][CH2:28][CH3:29])=[C:15]2[OH:30].[ClH:31].[O:41]1[CH2:42][CH2:43][O:44][CH2:45][CH2:46]1>>[Cl:10][c:11]1[cH:12][cH:13][c:14]2[c:19]([cH:20]1)[C:18]([CH3:21])([CH2:22][CH3:23])[C:17](=[O:24])[C:16]([C:25](=[O:26])[NH:39][CH2:38][C:37]([O:36][C:32]([CH3:33])([CH3:34])[CH3:35])=[O:40])=[C:15]2[OH:30].